Dataset: the Open Reaction Database (ORD), a public repository of structured organic reaction records. Task: describe an organic reaction: reactants, conditions, products, and yield The reactants are FC1=C(C=C(C=C1)S(=O)(=O)Cl)OC (4-fluoro-3-methoxy-benzenesulfonyl chloride), FC1=C(C=C(C=C1)S(=O)(=O)Cl)OC (4-fluoro-3-methoxy-benzenesulfonyl chloride), NC=1C=CC(=NC1)C#N (5-amino-pyridine-2-carbonitrile). Product: C(#N)C1=CC=C(C=N1)S(=O)(=O)Cl (6-Cyano-pyridine-3-sulfonyl chloride). RXN SMILES: FC1C=CC([S:8]([Cl:11])(=[O:10])=[O:9])=CC=1OC.N[C:15]1[CH:16]=[CH:17][C:18]([C:21]#[N:22])=[N:19][CH:20]=1>>[C:21]([C:18]1[N:19]=[CH:20][C:15]([S:8]([Cl:11])(=[O:10])=[O:9])=[CH:16][CH:17]=1)#[N:22]. Procedure: The titled compound is prepared analogously to 4-fluoro-3-methoxy-benzenesulfonyl chloride (Intermediate 102a) by replacing 4-fluoro-3-methoxyaniline with 5-amino-pyridine-2-carbonitrile. The solvent is CN(C)C=O (DMF). As a reaction SMILES: [F:1][C:2]([F:39])([F:38])[O:3][C:4]1[CH:9]=[CH:8][C:7]([C:10]2[CH:15]=[CH:14][C:13]([S:16]([NH:19][CH2:20][C:21]3[CH:30]=[CH:29][C:28]4[C:23](=[CH:24][CH:25]=[CH:26][CH:27]=4)[C:22]=3[C:31]([O:33][C:34]([CH3:37])([CH3:36])[CH3:35])=[O:32])(=[O:18])=[O:17])=[CH:12][CH:11]=2)=[CH:6][CH:5]=1.[H-].[Na+].[CH2:42]([O:49][C:50](Cl)=[O:51])[C:43]1[CH:48]=[CH:47][CH:46]=[CH:45][CH:44]=1.CC(O)=O>CN(C=O)C>[F:39][C:2]([F:1])([F:38])[O:3][C:4]1[CH:9]=[CH:8][C:7]([C:10]2[CH:11]=[CH:12][C:13]([S:16]([N:19]([CH2:20][C:21]3[CH:30]=[CH:29][C:28]4[C:23](=[CH:24][CH:25]=[CH:26][CH:27]=4)[C:22]=3[C:31]([O:33][C:34]([CH3:36])([CH3:35])[CH3:37])=[O:32])[C:50]([O:49][CH2:42][C:43]3[CH:48]=[CH:47][CH:46]=[CH:45][CH:44]=3)=[O:51])(=[O:18])=[O:17])=[CH:14][CH:15]=2)=[CH:6][CH:5]=1 |f:1.2|. Yield: 76.5%. Run at time 30 minute. Yields the product FC(OC1=CC=C(C=C1)C1=CC=C(C=C1)S(=O)(=O)N(C(=O)OCC1=CC=CC=C1)CC1=C(C2=CC=CC=C2C=C1)C(=O)OC(C)(C)C)(F)F (1,1-dimethylethyl 2-[[[[4′-(trifluoromethoxy)[1,1′-biphenyl]-4-yl]sulfonyl](phenylmethoxycarbonyl)amino]methyl]-1-naphthalenecarboxylate). Reactants: FC(OC1=CC=C(C=C1)C1=CC=C(C=C1)S(=O)(=O)NCC1=C(C2=CC=CC=C2C=C1)C(=O)OC(C)(C)C)(F)F (1,1-dimethylethyl 2-[[[[4′-(trifluoromethoxy)[1,1′-biphenyl]-4-yl]sulfonyl]amino]methyl]-1-naphthalenecarboxylate), [H-].[Na+] (NaH), CC(=O)O (HOAc), C(C1=CC=CC=C1)OC(=O)Cl (Benzylchloroformate). Procedure details: A solution of Example 9E (1.255 g, 2.25 mmol) in DMF (20 mL) under N2 at 0° C. was treated with NaH (60% dispersion in mineral oil, 180 mg, 4.50 mmol) and allowed to stirr for 30 minutes. Benzylchloroformate (0.68 mL, 4.50 mmol) was added, the mixture was allowed to stir for 2 hours, and HOAc was added. The solvent was removed and the residue was dissolved in ethyl acetate (100 mL), washed with H2O and brine, dried (Na2SO4), filtered, and concentrated. Purification over silica gel with 30% hexan... Starting materials: [Al+3], [Cl-], [Cl-], [Cl-], ClCCl, O=C1NCCO1, O=C=Nc1ccccc1. Yields the product O=C1NCCN1c1ccccc1. RXN SMILES: [Al+3:17].[Cl-:16].[Cl-:18].[Cl-:19].[Cl:20][CH2:21][Cl:22].[O:10]1[C:11](=[O:15])[NH:12][CH2:13][CH2:14]1.[O:1]=[C:2]=[N:3][c:4]1[cH:5][cH:6][cH:7][cH:8][cH:9]1>>[O:1]=[C:2]1[N:3]([c:4]2[cH:5][cH:6][cH:7][cH:8][cH:9]2)[CH2:14][CH2:13][NH:12]1. Reactants: CC(C)(C)OC(=O)CC(C=O)NS(=O)(=O)c1ccccc1OCCc1cncc2ccccc12, Cc1ccccc1, ClCCl, O=C(O)C(F)(F)F, O. The product is O=C(O)C(F)(F)F, O=CC(CC(=O)O)NS(=O)(=O)c1ccccc1OCCc1cncc2ccccc12. Reaction SMILES: [C:1]([CH3:2])([CH3:3])([CH3:4])[O:5][C:6]([CH2:7][CH:8]([CH:9]=[O:10])[NH:11][S:12](=[O:13])(=[O:14])[c:15]1[c:16]([O:21][CH2:22][CH2:23][c:24]2[cH:25][n:26][cH:27][c:28]3[cH:29][cH:30][cH:31][cH:32][c:33]23)[cH:17][cH:18][cH:19][cH:20]1)=[O:34].[CH3:46][c:47]1[cH:48][cH:49][cH:50][cH:51][cH:52]1.[Cl:42][CH2:43][Cl:44].[F:35][C:36]([C:37](=[O:38])[OH:39])([F:40])[F:41].[OH2:45]>>[F:35][C:36]([C:37](=[O:38])[OH:39])([F:40])[F:41].[O:5]=[C:6]([CH2:7][CH:8]([CH:9]=[O:10])[NH:11][S:12](=[O:13])(=[O:14])[c:15]1[c:16]([O:21][CH2:22][CH2:23][c:24]2[cH:25][n:26][cH:27][c:28]3[cH:29][cH:30][cH:31][cH:32][c:33]23)[cH:17][cH:18][cH:19][cH:20]1)[OH:34]. RXN SMILES: [CH3:1][NH:2][NH2:3].[F:4][C:5]1[CH:10]=[CH:9][C:8]([CH2:11][C:12](Cl)=[O:13])=[CH:7][CH:6]=1>C(Cl)Cl>[CH3:1][N:2]([C:12](=[O:13])[CH2:11][C:8]1[CH:9]=[CH:10][C:5]([F:4])=[CH:6][CH:7]=1)[NH2:3]. Starting materials: CNN (methyl hydrazine), FC1=CC=C(C=C1)CC(=O)Cl (4-fluorophenyl-acetyl chloride). Yield: 60.0%. Run in C(Cl)Cl (CH2Cl2), C(Cl)Cl (CH2Cl2). The product is CN(N)C(CC1=CC=C(C=C1)F)=O ((4-fluorophenyl)-acetic acid N-methyl-hydrazide). Reported procedure: To a −78° C. stirred solution of methyl hydrazine (11 mL, 208.5 mmol) in CH2Cl2 (100 mL) is added dropwise a solution of commercially available 4-fluorophenyl-acetyl chloride (12 g, 69.5 mmol) in CH2Cl2 (200 mL). The reaction mixture is stirred for 2 hours at −78° C. and is then slowly warmed to room temperature. The reaction mixture is filtered and the filtrate concentrated under reduced pressure to give a pale yellow oil. Purification over silica (EtOAc) affords 7.6 g (61% yield) of the desire... Run at temperature -78 celsius, time 2 hour.